Dataset: the Open Reaction Database (ORD), a public repository of structured organic reaction records. Task: describe an organic reaction: reactants, conditions, products, and yield Starting materials: C(=O)(OC(C)(C)C)N[C@H](COC1=CC=C(C(=O)O)C=C1)C (4-[2(S)-(N-BOC-Amino)propyloxy]benzoic acid), Cl.NC[C@@H](C(=O)OC(C)(C)C)NS(=O)(=O)C1=CC=CC=C1 (tert-Butyl 3-amino-2(S)-phenylsulfonylaminopropionate hydrochloride). Product: C(C)(C)(C)OC([C@H](CNC(C1=CC=C(C=C1)OC[C@H](C)NC(=O)OC(C)(C)C)=O)NS(=O)(=O)C1=CC=CC=C1)=O (4-[2(S)-(N-BOC-Amino)propyloxy]benzoyl-2(S)-phenylsulfonylamino-β-alanine tert-butyl ester). RXN SMILES: [C:1]([NH:8][C@@H:9]([CH3:21])[CH2:10][O:11][C:12]1[CH:20]=[CH:19][C:15]([C:16]([OH:18])=O)=[CH:14][CH:13]=1)([O:3][C:4]([CH3:7])([CH3:6])[CH3:5])=[O:2].Cl.[NH2:23][CH2:24][C@H:25]([NH:33][S:34]([C:37]1[CH:42]=[CH:41][CH:40]=[CH:39][CH:38]=1)(=[O:36])=[O:35])[C:26]([O:28][C:29]([CH3:32])([CH3:31])[CH3:30])=[O:27]>>[C:29]([O:28][C:26](=[O:27])[C@@H:25]([NH:33][S:34]([C:37]1[CH:42]=[CH:41][CH:40]=[CH:39][CH:38]=1)(=[O:36])=[O:35])[CH2:24][NH:23][C:16](=[O:18])[C:15]1[CH:14]=[CH:13][C:12]([O:11][CH2:10][C@@H:9]([NH:8][C:1]([O:3][C:4]([CH3:5])([CH3:6])[CH3:7])=[O:2])[CH3:21])=[CH:20][CH:19]=1)([CH3:32])([CH3:30])[CH3:31] |f:1.2|. Reported procedure: Following the procedure for coupling 19-6 to 2-1, 22-4 (295 mg, 1.0 mmol) was coupled to 2-1 (336 mg, 1.0 mmol) to give 22-5 as a beige solid. Reactants: C(C)OC(NCC1=C(C=CC=C1)P(=O)(C)OCC)=O (2-[P-ethoxy-P-methylphosphinyl]benzyl carbamic acid ethyl ester), P(Cl)(Cl)(Cl)(Cl)Cl (phosphorus pentachloride). Solvent: C(Cl)(Cl)(Cl)Cl (carbon tetrachloride). Procedure details: Under anhydrous conditions, a mixture of 2-[P-ethoxy-P-methylphosphinyl]benzyl carbamic acid ethyl ester (1.2 g, 0.0025 mol) and phosphorus pentachloride (0.52 g, 0.0025 mol) in 10 ml. of carbon tetrachloride was heated at reflux for 1.5 hours. The reaction mixture was concentrated in vacuo and the resulting residue was dissolved in methylene chloride. The methylene chloride solution was washed with ice water, dried over magnesium sulfate and concentrated to produce a yellow oil. Distillation of... Yields the product CP1(N(CC2=C1C=CC=C2)C(=O)OCC)=O (1-methyl-2-ethoxycarbonyl-2,3-dihydro-1H-2,1-benzazaphosphole-1-oxide). Reaction SMILES: [CH2:1]([O:3][C:4](=[O:19])[NH:5][CH2:6][C:7]1[CH:12]=[CH:11][CH:10]=[CH:9][C:8]=1[P:13](OCC)([CH3:15])=[O:14])[CH3:2].P(Cl)(Cl)(Cl)(Cl)Cl>C(Cl)(Cl)(Cl)Cl>[CH3:15][P:13]1(=[O:14])[C:8]2[CH:9]=[CH:10][CH:11]=[CH:12][C:7]=2[CH2:6][N:5]1[C:4]([O:3][CH2:1][CH3:2])=[O:19]. Starting materials: L(+)diisopropyl tartrate, C(C)(C)(C)OO (tert-butyhydroperoxide), C(C)(C)CC(C)(C)C (isooctane), C(CC(O)(C(=O)O)CC(=O)O)(=O)O (citric acid), FeSO4, 4a, C(\C=C\CCCCCCCCC)O (E-2-dodecen-1-ol), 3A. The reagents and catalysts are CC(C)O[Ti](OC(C)C)(OC(C)C)OC(C)C (Ti(OiPr)4). Run in O (H2O), C(Cl)Cl (CH2Cl2), C(Cl)Cl (CH2Cl2). Run at temperature 0 celsius, time 15 minute. Yields the product C(CCCCCCCC)[C@H]1[C@@H](O1)CO ((2S-trans)-3-Nonyloxirane Methanol). Reaction SMILES: C([O:5]O)(C)(C)C.C(CC(C)(C)C)(C)C.[CH2:15]([OH:27])/[CH:16]=[CH:17]/[CH2:18][CH2:19][CH2:20][CH2:21][CH2:22][CH2:23][CH2:24][CH2:25][CH3:26].C(O)(=O)CC(CC(O)=O)(C(O)=O)O>C(Cl)Cl.O.CC(O[Ti](OC(C)C)(OC(C)C)OC(C)C)C>[CH2:18]([C@@H:17]1[O:5][C@H:16]1[CH2:15][OH:27])[CH2:19][CH2:20][CH2:21][CH2:22][CH2:23][CH2:24][CH2:25][CH3:26]. Procedure details: A suspension of 1.00 g of 4a powdered molecular sieves in 50 ml of dry CH2Cl2 was cooled to 0° C. under argon. To the cooled suspension was added 308 mg (1.09 mmole) of Ti(OiPr)4 and 356 mg (1.52 mmole) of L(+)diisopropyl tartrate via syringe. The mixture was stirred for 15 min and cooled to -20° C. A solution of tert-butyhydroperoxide in isooctane (3.8 M, 4.30 ml, 16.4 mmole) was added slowly to the mixture and the catalyst was allowed to "age" for 30 min at -20° C. A solution of 2.00 g (10.9 m... The reactants are C(CCC)[Mg]Cl (n-butyl magnesium chloride), ClC=1C=C(C=C(C1)Cl)C1=NC(=NC(=C1C(=O)NCCCC1=CC=CC=C1)C)S(=O)(=O)C (4-(3,5-dichlorophenyl)-6-methyl-2-(methylsulfonyl)-N-(3-phenylpropyl)-5-pyrimidinecarboxamide), C1CCOC1 (THF), Cl (hydrochloric acid). Run in C(C)(=O)OCC (ethyl acetate). Reaction conditions: time 1 hour. The product is C(CCC)C1(NC(=C(C(=N1)C1=CC(=CC(=C1)Cl)Cl)C(=O)NCCCC1=CC=CC=C1)C)CCC (2-butyl-4-(3,5-dichlorophenyl)-6-methyl-N-(3-phenylpropyl)-2-(n-propyl)-5-pyrimidinecarboxamide). As a reaction SMILES: [Cl:1][C:2]1[CH:3]=[C:4]([C:9]2[C:14]([C:15]([NH:17][CH2:18][CH2:19][CH2:20][C:21]3[CH:26]=[CH:25][CH:24]=[CH:23][CH:22]=3)=[O:16])=[C:13]([CH3:27])[N:12]=[C:11](S(C)(=O)=O)[N:10]=2)[CH:5]=[C:6]([Cl:8])[CH:7]=1.[CH2:32]([Mg]Cl)[CH2:33][CH2:34][CH3:35].Cl.[CH2:39]1[CH2:43]OC[CH2:40]1>C(OCC)(=O)C>[CH2:32]([C:11]1([CH2:40][CH2:39][CH3:43])[N:10]=[C:9]([C:4]2[CH:3]=[C:2]([Cl:1])[CH:7]=[C:6]([Cl:8])[CH:5]=2)[C:14]([C:15]([NH:17][CH2:18][CH2:19][CH2:20][C:21]2[CH:26]=[CH:25][CH:24]=[CH:23][CH:22]=2)=[O:16])=[C:13]([CH3:27])[NH:12]1)[CH2:33][CH2:34][CH3:35]. Procedure details: 100 mg (0.209 mmol) of 4-(3,5-dichlorophenyl)-6-methyl-2-(methylsulfonyl)-N-(3-phenylpropyl)-5-pyrimidinecarboxamide was dissolved in 3 ml of THF. 0.349 ml (0.90 mol/l, THF solution) of n-butyl magnesium chloride was added at 0° C. and stirred at the same temperature for 1 hour. 10% hydrochloric acid was added at the same temperature and stirred for 10 minutes. After the reaction mixture was diluted with ethyl acetate, the organic layer was washed with saturated aqueous sodium chloride solution ... The reactants are [BH3-]C#N, CO, CC(=O)O, CC=O, CC(C)(C)OC(=O)N1CCC(N)C1, [Na+], [Na+], O=C([O-])O. Yields the product CCNC1CCN(C(=O)OC(C)(C)C)C1. As a reaction SMILES: [C:4]([BH3-:5])#[N:6].[CH3:30][OH:31].[CH3:8][C:9](=[O:10])[OH:11].[CH:1]([CH3:2])=[O:3].[NH2:12][CH:13]1[CH2:14][N:15]([C:18](=[O:19])[O:20][C:21]([CH3:22])([CH3:23])[CH3:24])[CH2:16][CH2:17]1.[Na+:25].[Na+:7].[OH:26][C:27](=[O:28])[O-:29]>>[CH2:1]([CH3:2])[NH:12][CH:13]1[CH2:14][N:15]([C:18](=[O:19])[O:20][C:21]([CH3:22])([CH3:23])[CH3:24])[CH2:16][CH2:17]1. Starting materials: Cc1ccc(Cl)cc1N1CCN(c2ncnc3c2c(Br)nn3C2CCCCO2)CC1, C=CC(=O)OC(C)(C)C, [K+], [K+], [K+], CN(C)C=O, O=P([O-])([O-])[O-]. Product: Cc1ccc(Cl)cc1N1CCN(c2ncnc3c2c(C=CC(=O)OC(C)(C)C)nn3C2CCCCO2)CC1. As a reaction SMILES: [Br:1][c:2]1[n:3][n:4]([CH:25]2[O:26][CH2:27][CH2:28][CH2:29][CH2:30]2)[c:5]2[n:6][cH:7][n:8][c:9]([N:11]3[CH2:12][CH2:13][N:14]([c:17]4[c:18]([CH3:24])[cH:19][cH:20][c:21]([Cl:23])[cH:22]4)[CH2:15][CH2:16]3)[c:10]12.[C:39]([CH:40]=[CH2:41])(=[O:42])[O:43][C:44]([CH3:45])([CH3:46])[CH3:47].[K+:36].[K+:37].[K+:38].[O:48]=[CH:49][N:50]([CH3:51])[CH3:52].[P:31]([O-:32])([O-:33])([O-:34])=[O:35]>>[c:2]1([CH:41]=[CH:40][C:39](=[O:42])[O:43][C:44]([CH3:45])([CH3:46])[CH3:47])[n:3][n:4]([CH:25]2[O:26][CH2:27][CH2:28][CH2:29][CH2:30]2)[c:5]2[n:6][cH:7][n:8][c:9]([N:11]3[CH2:12][CH2:13][N:14]([c:17]4[c:18]([CH3:24])[cH:19][cH:20][c:21]([Cl:23])[cH:22]4)[CH2:15][CH2:16]3)[c:10]12. Reaction SMILES: [C:14](#[N:15])[CH:16]([C:17](=[O:18])[O:19][CH2:20][CH3:21])[NH:22][CH2:23][c:24]1[cH:25][cH:26][c:27](-[c:30]2[c:31]([S:36](=[O:37])(=[O:38])[N:39]=[CH:40][N:41]([CH3:42])[CH3:43])[cH:32][cH:33][cH:34][cH:35]2)[cH:28][cH:29]1.[C:1](=[O:2])([O-:3])[O-:4].[C:7]([CH2:8][CH2:9][CH2:10][CH3:11])(=[O:12])[Cl:13].[CH3:44][C:45](=[O:46])[CH3:47].[K+:5].[K+:6]>>[C:7]([CH2:8][CH2:9][CH2:10][CH3:11])(=[O:12])[N:22]([CH:16]([C:14]#[N:15])[C:17](=[O:18])[O:19][CH2:20][CH3:21])[CH2:23][c:24]1[cH:25][cH:26][c:27](-[c:30]2[c:31]([S:36](=[O:37])(=[O:38])[N:39]=[CH:40][N:41]([CH3:42])[CH3:43])[cH:32][cH:33][cH:34][cH:35]2)[cH:28][cH:29]1. Product: CCCCC(=O)N(Cc1ccc(-c2ccccc2S(=O)(=O)N=CN(C)C)cc1)C(C#N)C(=O)OCC. Starting materials: CCOC(=O)C(C#N)NCc1ccc(-c2ccccc2S(=O)(=O)N=CN(C)C)cc1, O=C([O-])[O-], CCCCC(=O)Cl, CC(C)=O, [K+], [K+]. The reactants are CC(=O)[O-], CCO, COc1ccc(CN(Cc2ccc(OC)cc2)c2nc(C)nc(Cl)n2)cc1, CSc1ccc(Cc2cnc(F)c(B(O)O)c2)cc1, [K+], O. Yields the product COc1ccc(CN(Cc2ccc(OC)cc2)c2nc(C)nc(-c3cc(Cc4ccc(SC)cc4)cnc3F)n2)cc1. RXN SMILES: [CH3:48][C:49](=[O:50])[O-:51].[CH3:52][CH2:53][OH:54].[Cl:1][c:2]1[n:3][c:4]([N:9]([CH2:10][c:11]2[cH:12][cH:13][c:14]([O:17][CH3:18])[cH:15][cH:16]2)[CH2:19][c:20]2[cH:21][cH:22][c:23]([O:26][CH3:27])[cH:24][cH:25]2)[n:5][c:6]([CH3:8])[n:7]1.[F:28][c:29]1[n:30][cH:31][c:32]([CH2:38][c:39]2[cH:40][cH:41][c:42]([S:45][CH3:46])[cH:43][cH:44]2)[cH:33][c:34]1[B:35]([OH:36])[OH:37].[K+:47].[OH2:55]>>[c:2]1(-[c:34]2[c:29]([F:28])[n:30][cH:31][c:32]([CH2:38][c:39]3[cH:40][cH:41][c:42]([S:45][CH3:46])[cH:43][cH:44]3)[cH:33]2)[n:3][c:4]([N:9]([CH2:10][c:11]2[cH:12][cH:13][c:14]([O:17][CH3:18])[cH:15][cH:16]2)[CH2:19][c:20]2[cH:21][cH:22][c:23]([O:26][CH3:27])[cH:24][cH:25]2)[n:5][c:6]([CH3:8])[n:7]1. Starting materials: CC(C)(C)c1ccc(CNC(=O)C(O)c2cccc3cnccc23)cc1, CC(=O)OC(C)=O, CN(C)c1ccncc1, ClCCl. The product is CC(=O)OC(C(=O)NCc1ccc(C(C)(C)C)cc1)c1cccc2cnccc12. As a reaction SMILES: [C:1]([CH3:2])([CH3:3])([CH3:4])[c:5]1[cH:6][cH:7][c:8]([CH2:9][NH:10][C:11]([CH:12]([c:13]2[c:14]3[cH:15][cH:16][n:17][cH:18][c:19]3[cH:20][cH:21][cH:22]2)[OH:23])=[O:24])[cH:25][cH:26]1.[CH3:27][C:28](=[O:29])[O:30][C:31](=[O:32])[CH3:33].[CH3:34][N:35]([c:36]1[cH:37][cH:38][n:39][cH:40][cH:41]1)[CH3:42].[Cl:43][CH2:44][Cl:45]>>[C:1]([CH3:2])([CH3:3])([CH3:4])[c:5]1[cH:6][cH:7][c:8]([CH2:9][NH:10][C:11]([CH:12]([c:13]2[c:14]3[cH:15][cH:16][n:17][cH:18][c:19]3[cH:20][cH:21][cH:22]2)[O:23][C:28]([CH3:27])=[O:29])=[O:24])[cH:25][cH:26]1.